Task: describe an organic reaction: reactants, conditions, products, and yield. Dataset: the Open Reaction Database (ORD), a public repository of structured organic reaction records Reactants: CC(C)(C)OC(=O)CBr, CC(C)(C)OC(=O)CN1CCC(c2ccc(NC(=O)c3nc(C#N)c[nH]3)c(C3=CCCCC3)c2)CC1, N#Cc1c[nH]c(C(=O)Nc2ccc(C3CCNCC3)cc2C2=CCCCC2)n1, ClCCl, O=C(O)C(F)(F)F. Yields the product O=C(O)C(F)(F)F, N#Cc1c[nH]c(C(=O)Nc2ccc(C3CCN(CC(=O)O)CC3)cc2C2=CCCCC2)n1. Reaction SMILES: [Br:36][CH2:37][C:38]([O:39][C:40]([CH3:41])([CH3:42])[CH3:43])=[O:44].[C:45]([CH3:46])([CH3:47])([CH3:48])[O:49][C:50]([CH2:51][N:52]1[CH2:53][CH2:54][CH:55]([c:58]2[cH:59][c:60]([C:74]3=[CH:75][CH2:76][CH2:77][CH2:78][CH2:79]3)[c:61]([NH:64][C:65](=[O:66])[c:67]3[nH:68][cH:69][c:70]([C:72]#[N:73])[n:71]3)[cH:62][cH:63]2)[CH2:56][CH2:57]1)=[O:80].[C:8]1([c:9]2[cH:10][c:11]([CH:12]3[CH2:13][CH2:14][NH:15][CH2:16][CH2:17]3)[cH:18][cH:19][c:20]2[NH:21][C:22]([c:23]2[nH:24][cH:25][c:26]([C:27]#[N:28])[n:29]2)=[O:30])=[CH:35][CH2:34][CH2:33][CH2:32][CH2:31]1.[Cl:81][CH2:82][Cl:83].[F:1][C:2]([C:3](=[O:4])[OH:5])([F:6])[F:7]>>[F:1][C:2]([C:3](=[O:4])[OH:5])([F:6])[F:7].[O:49]=[C:50]([CH2:51][N:52]1[CH2:53][CH2:54][CH:55]([c:58]2[cH:59][c:60]([C:74]3=[CH:75][CH2:76][CH2:77][CH2:78][CH2:79]3)[c:61]([NH:64][C:65](=[O:66])[c:67]3[nH:68][cH:69][c:70]([C:72]#[N:73])[n:71]3)[cH:62][cH:63]2)[CH2:56][CH2:57]1)[OH:80]. Reactants: O=C(O)c1c[nH]c2ncccc12, CNOC. The reagents and catalysts are [B-](F)(F)(F)F.CN(C)C(=[N+](C)C)ON1C=CC=CC1=O (TPTU), CCN(C(C)C)C(C)C (DIPEA), C1=CC=C2C(=C1)N=NN2O (HOBt). Solvent: CN(C)C=O (DMF), CN(C)C=O (DMF), CN(C)C=O (DMF), CN(C)C=O (DMF), CN(C)C=O (DMF), CN(C)C=O (DMF). Run at temperature 25 celsius, time 2 hour. The product is CON(C)C(=O)c1c[nH]c2ncccc12. The yield is 12.8%. As a reaction SMILES: CNOC.O=C(O)c1c[nH]c2ncccc12.[B-](F)(F)(F)F.CN(C)C(=[N+](C)C)ON1C=CC=CC1=O.C1=CC=C2C(=C1)N=NN2O.CCN(C(C)C)C(C)C.CN(C)C=O>>CON(C)C(=O)c1c[nH]c2ncccc12. The reactants are Cl.C(C)N=C=NCCCN(C)C (N1-((ethylimino)methylene)-N3,N3-dimethylpropane-1,3-diamine hydrochloride), ClC1=CC=C(CN2C(=CC3=CC=CC=C23)C(=O)N2CCC(CC2)C(=O)O)C=C1 (1-(1-(4-chlorobenzyl)-1H-indole-2-carbonyl)piperidine-4-carboxylic acid), N1(N=NC2=C1C=CC=C2)O (1H-benzo[d][1,2,3]triazol-1-ol), CCN(C(C)C)C(C)C (Hunig's Base), N1=CC=C(C=C1)C(C)N (1-(4-pyridinyl)ethanamine). The solvent is O (water), C(C)(=O)OCC (ethyl acetate), C(Cl)Cl (DCM), C(Cl)Cl (DCM). Conditions: time 8 hour. The product is ClC1=CC=C(CN2C(=CC3=CC=CC=C23)C(=O)N2CCC(CC2)C(=O)NC(C)C2=CC=NC=C2)C=C1 (1-(1-(4-chlorobenzyl)-1H-indole-2-carbonyl)-N-(1-(pyridin-4-yl)ethyl)piperidine-4-carboxamide). RXN SMILES: Cl.C(N=C=NCCCN(C)C)C.[Cl:13][C:14]1[CH:40]=[CH:39][C:17]([CH2:18][N:19]2[C:27]3[C:22](=[CH:23][CH:24]=[CH:25][CH:26]=3)[CH:21]=[C:20]2[C:28]([N:30]2[CH2:35][CH2:34][CH:33]([C:36]([OH:38])=O)[CH2:32][CH2:31]2)=[O:29])=[CH:16][CH:15]=1.N1(O)C2C=CC=CC=2N=N1.CCN(C(C)C)C(C)C.[N:60]1[CH:65]=[CH:64][C:63]([CH:66]([NH2:68])[CH3:67])=[CH:62][CH:61]=1>C(Cl)Cl.O.C(OCC)(=O)C>[Cl:13][C:14]1[CH:40]=[CH:39][C:17]([CH2:18][N:19]2[C:27]3[C:22](=[CH:23][CH:24]=[CH:25][CH:26]=3)[CH:21]=[C:20]2[C:28]([N:30]2[CH2:31][CH2:32][CH:33]([C:36]([NH:68][CH:66]([C:63]3[CH:64]=[CH:65][N:60]=[CH:61][CH:62]=3)[CH3:67])=[O:38])[CH2:34][CH2:35]2)=[O:29])=[CH:16][CH:15]=1 |f:0.1|. Procedure details: N1-((ethylimino)methylene)-N3,N3-dimethylpropane-1,3-diamine hydrochloride (259 mg, 1.350 mmol), 1-(1-(4-chlorobenzyl)-1H-indole-2-carbonyl)piperidine-4-carboxylic acid (428 mg, 1.080 mmol), and 1H-benzo[d][1,2,3]triazol-1-ol (182 mg, 1.350 mmol) were dissolved in 4.0 mL of DCM. The reaction was stirred at room temperature for ten minutes before Hunig's Base (0.236 ml, 1.350 mmol) and 1-(4-pyridinyl)ethanamine as a 1.0 mL DCM solution was added. The reaction was allowed to stir at room temperatu... The reactants are COC(=O)C=1C=C(C2=C(C=CO2)C1)Br (5-methoxycarbonyl-7-bromobenzofuran), [H-].C(C(C)C)[Al+]CC(C)C (diisobutylaluminum hydride). The solvent is C1(=CC=CC=C1)C (toluene). Reaction conditions: time 1 hour. Yields the product OCC=1C=C(C2=C(C=CO2)C1)Br (5-hydroxymethyl-7-bromobenzofuran). Isolated yield 82.4%. Reaction SMILES: C[O:2][C:3]([C:5]1[CH:6]=[C:7]([Br:14])[C:8]2[O:12][CH:11]=[CH:10][C:9]=2[CH:13]=1)=O.[H-].C([Al+]CC(C)C)C(C)C>C1(C)C=CC=CC=1>[OH:2][CH2:3][C:5]1[CH:6]=[C:7]([Br:14])[C:8]2[O:12][CH:11]=[CH:10][C:9]=2[CH:13]=1 |f:1.2|. Procedure: A solution of 0.63 gm (2.46 mmol) 5-methoxycarbonyl-7-bromobenzofuran in 10 mL toluene was cooled to −78° C. When material precipitated, 5 mL dichloromethane were added to effect solution. To this solution were then slowly added 1.5 mL (8.6 mmol) diisobutylaluminum hydride and the reaction mixture was allowed to warm gradually to room temperature. After 10 minutes the reaction was quenched by the addition of methanol followed by 1.5 gm sodium fluoride and 50 mL water and then Rochelle's salt sol... Reactants: [OH-].[Li+] (lithium hydroxide), CN(CCCC)C(=O)C=1C(=CC(=C(C(=O)OC)C1)OCC1=CC=CC=C1)OCC1=CC=CC=C1 (methyl 5-[(N-methyl-N-butylamino)carbonyl]-2,4-bisbenzyloxybenzoate), Cl (hydrochloric acid). The solvent is O (water), CO (methanol), C(C)OCC (diethyl ether), C1CCOC1 (THF). Run at temperature 22 celsius, time 12 hour. The product is CN(CCCC)C(=O)C=1C(=CC(=C(C(=O)O)C1)OCC1=CC=CC=C1)OCC1=CC=CC=C1 (5-[(N-Methyl-N-butylamino)carbonyl]-2,4-bisbenzyloxybenzoic acid). Reaction SMILES: [CH3:1][N:2]([C:7]([C:9]1[C:10]([O:27][CH2:28][C:29]2[CH:34]=[CH:33][CH:32]=[CH:31][CH:30]=2)=[CH:11][C:12]([O:19][CH2:20][C:21]2[CH:26]=[CH:25][CH:24]=[CH:23][CH:22]=2)=[C:13]([CH:18]=1)[C:14]([O:16]C)=[O:15])=[O:8])[CH2:3][CH2:4][CH2:5][CH3:6].[OH-].[Li+].Cl>C1COCC1.O.CO.C(OCC)C>[CH3:1][N:2]([C:7]([C:9]1[C:10]([O:27][CH2:28][C:29]2[CH:34]=[CH:33][CH:32]=[CH:31][CH:30]=2)=[CH:11][C:12]([O:19][CH2:20][C:21]2[CH:22]=[CH:23][CH:24]=[CH:25][CH:26]=2)=[C:13]([CH:18]=1)[C:14]([OH:16])=[O:15])=[O:8])[CH2:3][CH2:4][CH2:5][CH3:6] |f:1.2|. Procedure details: 59 g (127.8 mmol) of methyl 5-[(N-methyl-N-butylamino)carbonyl]-2,4-bisbenzyloxybenzoate are dissolved in 200 ml of THF and added to a solution of 100 g (4.2 mol) of lithium hydroxide in 300 ml of water and 150 ml of methanol. The mixture is stirred for 12 h at 22° C., diluted with 250 ml of diethyl ether and acidified using 1N hydrochloric acid. The organic phase is separated off and washed a further three times with 100 ml of N hydrochloric acid each time, dried over sodium sulfate and evapora... Yield: 81.0%. Starting materials: C(C)(C)(C)OC(=O)N1C[C@H]([C@H](C1)NS(=O)(=O)C1=CC=C(C=C1)OCC1=CC(=NC2=CC=CC=C12)C)C(=O)O (cis-1-(tert-butoxycarbonyl)-4-[({4-[(2-methylquinolin-4-yl)methoxy]phenyl}sulfonyl)amino]pyrrolidine-3-carboxylic acid), NO (hydroxylamine). Reaction SMILES: [C:1]([O:5][C:6]([N:8]1[CH2:12][C@H:11]([NH:13][S:14]([C:17]2[CH:22]=[CH:21][C:20]([O:23][CH2:24][C:25]3[C:34]4[C:29](=[CH:30][CH:31]=[CH:32][CH:33]=4)[N:28]=[C:27]([CH3:35])[CH:26]=3)=[CH:19][CH:18]=2)(=[O:16])=[O:15])[C@H:10]([C:36](O)=[O:37])[CH2:9]1)=[O:7])([CH3:4])([CH3:3])[CH3:2].[NH2:39][OH:40]>>[OH:40][NH:39][C:36]([C@H:10]1[C@@H:11]([NH:13][S:14]([C:17]2[CH:22]=[CH:21][C:20]([O:23][CH2:24][C:25]3[C:34]4[C:29](=[CH:30][CH:31]=[CH:32][CH:33]=4)[N:28]=[C:27]([CH3:35])[CH:26]=3)=[CH:19][CH:18]=2)(=[O:16])=[O:15])[CH2:12][N:8]([C:6]([O:5][C:1]([CH3:2])([CH3:3])[CH3:4])=[O:7])[CH2:9]1)=[O:37]. Reported procedure: According to the procedure of Example 17, Step 5, the reaction of 122 mg of cis-1-(tert-butoxycarbonyl)-4-[({4-[(2-methylquinolin-4-yl)methoxy]phenyl}sulfonyl)amino]pyrrolidine-3-carboxylic acid with hydroxylamine provided 104 mg (81% yield) of tert-butyl cis-3-[(hydroxyamino)carbonyl]-4-[({4-[(2-methylquinolin-4-yl)methoxy]phenyl}sulfonyl)amino]pyrrolidine-1-carboxylate. MS: 557.3 (M+H)+ Yields the product ONC(=O)[C@@H]1CN(C[C@@H]1NS(=O)(=O)C1=CC=C(C=C1)OCC1=CC(=NC2=CC=CC=C12)C)C(=O)OC(C)(C)C (tert-butyl cis-3-[(hydroxyamino)carbonyl]-4-[({4-[(2-methylquinolin-4-yl)methoxy]phenyl}sulfonyl)amino]pyrrolidine-1-carboxylate). The reactants are N1N=CC(=C1)O (1H-pyrazol-4-ol), C([O-])([O-])=O.[Cs+].[Cs+] (caesium carbonate), OC1=C(C=NO)C=CC=C1 (2-hydroxybenzaldehyde-oxime), FC1=C(CN2N=C(C=3C2=NC=CC3)C=3N=C(C2=C(N3)NC(C2(C)C)=O)I)C=CC=C1 (2-[1-(2-Fluorobenzyl)-1H-pyrazolo[3,4-b]pyridin-3-yl]-4-iodo-5,5-dimethyl-5,7-dihydro-6H-pyrrolo[2,3-d]pyrimidin-6-one). Reagents/catalysts: [Cu-]=O (copper(I) oxide). The solvent is C(C)#N (acetonitrile). Reaction conditions: temperature 200 celsius. Yields the product FC1=C(CN2N=C(C=3C2=NC=CC3)C=3N=C(C2=C(N3)NC(C2(C)C)=O)N2N=CC(=C2)O)C=CC=C1 (2-[1-(2-Fluorobenzyl)-1H-pyrazolo[3,4-b]pyridin-3-yl]-4-(4-hydroxy-1H-pyrazol-1-yl)-5,5-dimethyl-5,7-dihydro-6H-pyrrolo[2,3-d]pyrimidin-6-one). As a reaction SMILES: [F:1][C:2]1[CH:30]=[CH:29][CH:28]=[CH:27][C:3]=1[CH2:4][N:5]1[C:9]2=[N:10][CH:11]=[CH:12][CH:13]=[C:8]2[C:7]([C:14]2[N:15]=[C:16](I)[C:17]3[C:22]([CH3:24])([CH3:23])[C:21](=[O:25])[NH:20][C:18]=3[N:19]=2)=[N:6]1.[NH:31]1[CH:35]=[C:34]([OH:36])[CH:33]=[N:32]1.C(=O)([O-])[O-].[Cs+].[Cs+].OC1C=CC=CC=1C=NO>C(#N)C.[Cu-]=O>[F:1][C:2]1[CH:30]=[CH:29][CH:28]=[CH:27][C:3]=1[CH2:4][N:5]1[C:9]2=[N:10][CH:11]=[CH:12][CH:13]=[C:8]2[C:7]([C:14]2[N:15]=[C:16]([N:31]3[CH:35]=[C:34]([OH:36])[CH:33]=[N:32]3)[C:17]3[C:22]([CH3:24])([CH3:23])[C:21](=[O:25])[NH:20][C:18]=3[N:19]=2)=[N:6]1 |f:2.3.4|. Reported procedure: Under an argon atmosphere, 150 mg (purity 62%, 0.18 mmol) of 2-[1-(2-fluorobenzyl)-1H-pyrazolo[3,4-b]pyridin-3-yl]-4-iodo-5,5-dimethyl-5,7-dihydro-6H-pyrrolo[2,3-d]pyrimidin-6-one (example 15A) was suspended in 2 ml of absolute acetonitrile, and 304 mg (3.62 mmol) of 1H-pyrazol-4-ol, 118 mg (0.36 mmol) of caesium carbonate, 5 mg (0.04 mmol) of copper(I) oxide and 20 mg (0.15 mmol) of 2-hydroxybenzaldehyde-oxime were added. The mixture was heated in the microwave for 1 h at 200° C. The reaction s... The reactants are C(C)(C)(C)C1=C(C(=CC2=C1CC(O2)(C)C=O)C(C)(C)C)O[Si](C)(C)C (4,6-di-t-butyl-2-formyl-2-methyl-5-trimethylsilyloxy-2,3-dihydrobenzofuran), CC(C)([O-])C.[K+] (potassium t-butoxide), [Br-].C(=O)(O)CCCCC[P+](C1=CC=CC=C1)(C1=CC=CC=C1)C1=CC=CC=C1 (5-carboxypentyltriphenylphosphonium bromide). Solvent: C1CCOC1 (THF), C1CCOC1 (THF), C1CCOC1 (THF). Conditions: time 30 minute. Yields the product C(C)(C)(C)C1=C(C(=CC2=C1CC(O2)(C)C=CCCCC(=O)O)C(C)(C)C)O (6-(4,6-di-t-butyl-5-hydroxy-2-methyl-2,3-dihydrobenzofuran-2-yl)-5-hexenoic acid). Yield: 43.0%. Reaction SMILES: CC(C)([O-])C.[K+].[Br-].[C:8]([CH2:11][CH2:12][CH2:13][CH2:14][CH2:15][P+](C1C=CC=CC=1)(C1C=CC=CC=1)C1C=CC=CC=1)([OH:10])=[O:9].[C:35]([C:39]1[C:44]2[CH2:45][C:46](C=O)([CH3:48])[O:47][C:43]=2[CH:42]=[C:41]([C:51]([CH3:54])([CH3:53])[CH3:52])[C:40]=1[O:55][Si](C)(C)C)([CH3:38])([CH3:37])[CH3:36]>C1COCC1>[C:35]([C:39]1[C:44]2[CH2:45][C:46]([CH:15]=[CH:14][CH2:13][CH2:12][CH2:11][C:8]([OH:10])=[O:9])([CH3:48])[O:47][C:43]=2[CH:42]=[C:41]([C:51]([CH3:54])([CH3:53])[CH3:52])[C:40]=1[OH:55])([CH3:38])([CH3:37])[CH3:36] |f:0.1,2.3|. Procedure: Under a nitrogen atmosphere, a solution of 0.92 g of potassium t-butoxide in 10 ml of THF was added dropwise to a suspension of 0.46 g of 5-carboxypentyltriphenylphosphonium bromide in 5 ml of THF at 0° C., and the mixture was stirred for 30 minutes. To the reaction solution was added dropwise a solution of 4,6-di-t-butyl-2-formyl-2-methyl-5-trimethylsilyloxy-2,3-dihydrobenzofuran synthesized in Example 72-2) in 10 ml of THF, and the mixture was stirred overnight while slowly warming to room tem...